Dataset: the Open Reaction Database (ORD), a public repository of structured organic reaction records. Task: describe an organic reaction: reactants, conditions, products, and yield The reactants are OCCCN(C1=CC=C(C=C1)N=O)CCCO (N,N-bis(3-hydroxypropyl)-4- nitrosoaniline), Cl (hydrochloric acid), C([O-])([O-])=O.[Na+].[Na+] (sodium carbonate). Reagents/catalysts: [Fe] (Iron). Run in CO (methanol). Product: OCCCN(C1=CC=C(C=C1)N)CCCO (N,N-bis(3-hydroxypropyl)-4-aminoaniline). As a reaction SMILES: [OH:1][CH2:2][CH2:3][CH2:4][N:5]([CH2:14][CH2:15][CH2:16][OH:17])[C:6]1[CH:11]=[CH:10][C:9]([N:12]=O)=[CH:8][CH:7]=1.Cl.C(=O)([O-])[O-].[Na+].[Na+]>CO.[Fe]>[OH:17][CH2:16][CH2:15][CH2:14][N:5]([CH2:4][CH2:3][CH2:2][OH:1])[C:6]1[CH:11]=[CH:10][C:9]([NH2:12])=[CH:8][CH:7]=1 |f:2.3.4|. Procedure details: Iron powder (6.72 g), N,N-bis(3-hydroxypropyl)-4- nitrosoaniline (10 g) and hydrochloric acid(20 cm3) in methanol (120 cm3) were refluxed for 2 hrs. The resulting mixture was made alkaline with sodium carbonate, filtered and the solvent removed to leave N,N-bis(3-hydroxypropyl)-4-aminoaniline as a brown solid.